The task is: describe an organic reaction: reactants, conditions, products, and yield. This data is from the Open Reaction Database (ORD), a public repository of structured organic reaction records. Starting materials: CN(C=1C=C(C=CC1)CO)C ((3-(dimethylamino)phenyl)methanol), BrC=1C=NNC1 (4-bromo-1H-pyrazole), CC1(OB(OC1(C)C)C=1C=NNC1)C (4-(4,4,5,5-tetramethyl-1,3,2-dioxaborolan-2-yl)-1H-pyrazole). The product is BrC=1C=NN(C1)CC1OCCCC1 (4-bromo-1-((tetrahydro-2H-pyran-2-yl)methyl)-1H-pyrazole). Reaction SMILES: C[N:2]([CH3:11])[C:3]1C=[C:5]([CH2:9][OH:10])[CH:6]=[CH:7][CH:8]=1.[Br:12][C:13]1C=N[NH:16][CH:17]=1.CC1(C)C(C)(C)OB(C2C=NNC=2)O1>>[Br:12][C:13]1[CH:17]=[N:16][N:2]([CH2:3][CH:8]2[CH2:7][CH2:6][CH2:5][CH2:9][O:10]2)[CH:11]=1. Procedure: The title compound was prepared by substituting (tetrahydro-2H-pyran-2-yl)methanol for (3-(dimethylamino)phenyl)methanol and 4-bromo-1H-pyrazole for 4-(4,4,5,5-tetramethyl-1,3,2-dioxaborolan-2-yl)-1H-pyrazole in EXAMPLE 34A. Starting materials: NC1=C(C(=O)N)C=C(C(=C1)OC)OC (2-amino-4,5-dimethoxybenzamide), ClC1=CC=C(C(=O)Cl)C=C1 (4-chlorobenzoyl chloride), [Cl-] (chloride). The solvent is C(C)N(CC)CC (triethylamine). Product: ClC1=CC=C(C(=O)NC2=C(C(=O)N)C=C(C(=C2)OC)OC)C=C1 (2-(4-Chlorobenzoylamino)-4,5-dimethoxybenzamide). RXN SMILES: [NH2:1][C:2]1[CH:10]=[C:9]([O:11][CH3:12])[C:8]([O:13][CH3:14])=[CH:7][C:3]=1[C:4]([NH2:6])=[O:5].[Cl:15][C:16]1[CH:24]=[CH:23][C:19]([C:20](Cl)=[O:21])=[CH:18][CH:17]=1.[Cl-]>C(N(CC)CC)C>[Cl:15][C:16]1[CH:24]=[CH:23][C:19]([C:20]([NH:1][C:2]2[CH:10]=[C:9]([O:11][CH3:12])[C:8]([O:13][CH3:14])=[CH:7][C:3]=2[C:4]([NH2:6])=[O:5])=[O:21])=[CH:18][CH:17]=1. Procedure: A mixture of 13.7 g of 2-amino-4,5-dimethoxybenzamide, 8.1 g of triethylamine, 13.8 g of 4-chlorobenzoyl chloride and 300 ml of methylene. chloride was stirred for 2 h without cooling. The precipitate was filtered off with suction, stirred with water, filtered off with suction and dried under reduced pressure. Yield: 22.5 g. M.p.: 243° C. The reactants are CS(=O)(=O)O, COC(=O)C(=O)c1ccc(O)cc1, Cc1ccc(OCCO)cc1, CN(C)C=O, [H-], [Na+]. Yields the product COC(=O)C(=O)c1ccc(OCCOc2ccc(C)cc2)cc1. As a reaction SMILES: [CH3:16][S:17]([OH:18])(=[O:19])=[O:20].[CH3:1][O:2][C:3]([C:4]([c:5]1[cH:6][cH:7][c:8]([OH:11])[cH:9][cH:10]1)=[O:12])=[O:13].[CH3:21][c:22]1[cH:23][cH:24][c:25]([O:26][CH2:27][CH2:28][OH:29])[cH:30][cH:31]1.[CH3:32][N:33]([CH3:34])[CH:35]=[O:36].[H-:14].[Na+:15]>>[CH3:1][O:2][C:3]([C:4]([c:5]1[cH:6][cH:7][c:8]([O:11][CH2:28][CH2:27][O:26][c:25]2[cH:24][cH:23][c:22]([CH3:21])[cH:31][cH:30]2)[cH:9][cH:10]1)=[O:12])=[O:13]. Starting materials: Cl.Cl.C(C1=CC=CC=C1)OC1=CC=C(C=C1)C=1C=C(N=NC1CCCC)OCC1(CCNCC1)O (4-[5-(4-benzyloxy-phenyl)-6-butyl-pyridazin-3-yloxymethyl]-piperidin-4-ol dihydrochloride), C(C)(=O)O[BH-](OC(C)=O)OC(C)=O.[Na+] (sodium triacetoxyborohydride). The solvent is C(Cl)Cl (DCM). Run at time 20 minute. Yields the product C(C1=CC=CC=C1)OC1=CC=C(C=C1)C=1C=C(N=NC1CCCC)OCC1(CCN(CC1)C)O (4-[5-(4-benzyloxy-phenyl)-6-butyl-pyridazin-3-yloxymethyl]-1-methyl-piperidin-4-ol). Reaction SMILES: Cl.Cl.[CH2:3]([O:10][C:11]1[CH:16]=[CH:15][C:14]([C:17]2[CH:18]=[C:19]([O:27][CH2:28][C:29]3([OH:35])[CH2:34][CH2:33][NH:32][CH2:31][CH2:30]3)[N:20]=[N:21][C:22]=2[CH2:23][CH2:24][CH2:25][CH3:26])=[CH:13][CH:12]=1)[C:4]1[CH:9]=[CH:8][CH:7]=[CH:6][CH:5]=1.[C:36](O[BH-](OC(=O)C)OC(=O)C)(=O)C.[Na+]>C(Cl)Cl>[CH2:3]([O:10][C:11]1[CH:12]=[CH:13][C:14]([C:17]2[CH:18]=[C:19]([O:27][CH2:28][C:29]3([OH:35])[CH2:34][CH2:33][N:32]([CH3:36])[CH2:31][CH2:30]3)[N:20]=[N:21][C:22]=2[CH2:23][CH2:24][CH2:25][CH3:26])=[CH:15][CH:16]=1)[C:4]1[CH:5]=[CH:6][CH:7]=[CH:8][CH:9]=1 |f:0.1.2,3.4|. Reported procedure: A suspension of 4-[5-(4-benzyloxy-phenyl)-6-butyl-pyridazin-3-yloxymethyl]-piperidin-4-ol dihydrochloride (0.1 mmol) aqueous formaldehyde (37%, 0.3 mmol) and molecular sieves in anhydrous DCM may be stirred for 20 minutes. To this suspension at room temperature may be added sodium triacetoxyborohydride (0.3 mmol). The reaction mixture may be monitored by LCMS until the reaction is complete. The reaction may be quenched with saturated NaHCO3 and the layers may be separated. The organic layer may ...